From a dataset of the Open Reaction Database (ORD), a public repository of structured organic reaction records. describe an organic reaction: reactants, conditions, products, and yield Starting materials: CCOC(=O)Oc1cc(OC)ccc1C(=O)NCCS, CO, [Na+], [OH-]. The product is COc1ccc(C(=O)NCCS)c(O)c1. As a reaction SMILES: [CH2:1]([O:2][C:3](=[O:4])[O:6][c:7]1[c:8]([C:9](=[O:10])[NH:11][CH2:12][CH2:13][SH:14])[cH:15][cH:16][c:17]([O:19][CH3:20])[cH:18]1)[CH3:5].[CH3:23][OH:24].[Na+:22].[OH-:21]>>[OH:6][c:7]1[c:8]([C:9](=[O:10])[NH:11][CH2:12][CH2:13][SH:14])[cH:15][cH:16][c:17]([O:19][CH3:20])[cH:18]1. Reactants: C(C1=CC=CC=C1)OC[C@@H](CC=CC)O ((2R)-1-(Benzyloxy)hex-4-en-2-ol), C(C)OC(CO[C@@H](COCC1=CC=CC=C1)CC=C)OCC (({[(2R)-2-(2,2-diethoxyethoxyl)pent-4-en-1-yl]oxy}methyl)benzene). Yields the product C(C)OC(CO[C@@H](COCC1=CC=CC=C1)CC=CC)OCC (({[(2R)-2-(2,2-diethoxyethoxyl)hex-4-en-1-yl]oxy}methyl)benzene). Reaction SMILES: [CH2:1]([O:8][CH2:9][C@H:10]([OH:15])[CH2:11][CH:12]=[CH:13][CH3:14])[C:2]1[CH:7]=[CH:6][CH:5]=[CH:4][CH:3]=1.[CH2:16]([O:18][CH:19]([O:35][CH2:36][CH3:37])[CH2:20]O[C@H](CC=C)COCC1C=CC=CC=1)[CH3:17]>>[CH2:16]([O:18][CH:19]([O:35][CH2:36][CH3:37])[CH2:20][O:15][C@H:10]([CH2:11][CH:12]=[CH:13][CH3:14])[CH2:9][O:8][CH2:1][C:2]1[CH:7]=[CH:6][CH:5]=[CH:4][CH:3]=1)[CH3:17]. Procedure details: (2R)-1-(Benzyloxy)hex-4-en-2-ol (C12) (150 g, 0.73 mol) was converted to the product according to the method used for synthesis of ({[(2R)-2-(2,2-diethoxyethoxyl)pent-4-en-1-yl]oxy}methyl)benzene (C2) in Preparation P1, except that the initial combination of reagents was carried out at 0° C. The product was obtained as a brown oil (400 g, ≦0.73 mol), which was used for the next step without further purification. By 1H NMR analysis, this material contained a roughly 1:1 mixture of geometric isome... The reactants are [H][H] (hydrogen), C(C1=CC=CC=C1)N1C[C@@H](CC1)C(C1=CC=CC=C1)(C1=CC=CC=C1)C#N ((S)-1-benzyl-3-(1-cyano-1,1-diphenylmethyl)-pyrrolidine), Cl (hydrochloric acid). The reagents and catalysts are [C].[Pd] (palladium-carbon). Run in C(C)O (ethanol). Run at temperature 60 celsius, time 3 hour. Product: C(#N)C(C1=CC=CC=C1)(C1=CC=CC=C1)[C@H]1CNCC1 ((S)-3-(1-cyano-1,1-diphenylmethyl)-pyrrolidine). The yield is 80.6%. RXN SMILES: C([N:8]1[CH2:12][CH2:11][C@@H:10]([C:13]([C:26]#[N:27])([C:20]2[CH:25]=[CH:24][CH:23]=[CH:22][CH:21]=2)[C:14]2[CH:19]=[CH:18][CH:17]=[CH:16][CH:15]=2)[CH2:9]1)C1C=CC=CC=1.Cl.[H][H]>[C].[Pd].C(O)C>[C:26]([C:13]([C@@H:10]1[CH2:11][CH2:12][NH:8][CH2:9]1)([C:20]1[CH:21]=[CH:22][CH:23]=[CH:24][CH:25]=1)[C:14]1[CH:19]=[CH:18][CH:17]=[CH:16][CH:15]=1)#[N:27] |f:3.4|. Reported procedure: A mixed solution obtained by mixing 3.5 g of 79% pure (S)-1-benzyl-3-(1-cyano-1,1-diphenylmethyl)-pyrrolidine with 2.8 ml of ethanol and adding dropwise 0.72 ml of 35% aqueous hydrochloric acid thereto with cooling on an ice-water bath was charged, together with 139 mg of moist 5% palladium-carbon (water content 52% by weight), into an autoclave, hydrogen was introduced thereinto and the autoclave was heated to raise the temperature to 60° C. and the pressure to 203 kPa, and the reaction was all... The reactants are [Al+3], C1CCOC1, CCOC(=O)C1(Cc2cccc(OC)c2OC)CCCCCC1, [H-], [H-], [H-], [H-], [Li+]. Product: COc1cccc(CC2(CO)CCCCCC2)c1OC. Reaction SMILES: [Al+3:25].[CH2:30]1[O:31][CH2:32][CH2:33][CH2:34]1.[CH3:1][O:2][c:3]1[c:4]([CH2:5][C:6]2([C:13](=[O:14])[O:15][CH2:16][CH3:17])[CH2:7][CH2:8][CH2:9][CH2:10][CH2:11][CH2:12]2)[cH:18][cH:19][cH:20][c:21]1[O:22][CH3:23].[H-:24].[H-:27].[H-:28].[H-:29].[Li+:26]>>[CH3:1][O:2][c:3]1[c:4]([CH2:5][C:6]2([CH2:13][OH:14])[CH2:7][CH2:8][CH2:9][CH2:10][CH2:11][CH2:12]2)[cH:18][cH:19][cH:20][c:21]1[O:22][CH3:23]. Starting materials: [H-].[Li+] (lithium hydride), C(CC)S (n-propanethiol), COC1=C2[C@@H]3CC[C@H]4C(CCC[C@@]4([C@H]3CS(C2=CC(=C1)C(=O)[O-])(=O)=O)C)(C)C ((1R,10S,11S,16S)-3-methoxy-11,15,15-trimethyl-8,8-dioxo-8λ6-thiatetracyclo[8.8.0.02,7.011,16]octadeca-2,4,6-triene-5-carboxylate). Run in CN(C)P(=O)(N(C)C)N(C)C (HMPA), CN(C)P(=O)(N(C)C)N(C)C (HMPA). Run at time 30 minute. Yields the product COC1=C2[C@@H]3CC[C@H]4C(CCC[C@@]4([C@H]3CS(C2=CC(=C1)C(=O)O)(=O)=O)C)(C)C ((1R,10S,11S,16S)-3-methoxy-11,15,15-trimethyl-8,8-dioxo-8λ6-thiatetracyclo[8.8.0.02,7.011,16]octadeca-2,4,6-triene-5-carboxylic acid). Isolated yield 94.8%. Reaction SMILES: [H-].[Li+].C(S)CC.[CH3:7][O:8][C:9]1[CH:26]=[C:25]([C:27]([O-:29])=[O:28])[CH:24]=[C:23]2[C:10]=1[C@H:11]1[C@H:20]([CH2:21][S:22]2(=[O:31])=[O:30])[C@:19]2([CH3:32])[C@H:14]([C:15]([CH3:34])([CH3:33])[CH2:16][CH2:17][CH2:18]2)[CH2:13][CH2:12]1>CN(P(N(C)C)(N(C)C)=O)C>[CH3:7][O:8][C:9]1[CH:26]=[C:25]([C:27]([OH:29])=[O:28])[CH:24]=[C:23]2[C:10]=1[C@H:11]1[C@H:20]([CH2:21][S:22]2(=[O:31])=[O:30])[C@:19]2([CH3:32])[C@H:14]([C:15]([CH3:34])([CH3:33])[CH2:16][CH2:17][CH2:18]2)[CH2:13][CH2:12]1 |f:0.1|. Procedure: A mixture of lithium hydride (0.66 g, 83 mmol) and n-propanethiol (8.7 mL, 99 mmol) in HMPA (20 mL) was stirred at room temperature for 30 min under N2. To the mixture (1R,10S,11S,16S)-3-methoxy-11,15,15-trimethyl-8,8-dioxo-8λ6-thiatetracyclo[8.8.0.02,7.011,16]octadeca-2,4,6-triene-5-carboxylate (59) (3.6 g, 8.3 mmol) in HMPA (10 mL) was added. The mixture was heated at 130° C. for 1 h. The mixture was cooled to room temperature and quenched with 1 M HCl, then extracted with EtOAc. The organic l... The reactants are CCc1ccccc1-c1oc2ncnc(NCCCCCC(=O)OC)c2c1-c1ccc(OC)cc1, CCOC(C)=O, Cl, [Na+], C1COCCO1, [OH-]. Yields the product CCc1ccccc1-c1oc2ncnc(NCCCCCC(=O)O)c2c1-c1ccc(OC)cc1. RXN SMILES: [CH3:1][O:2][C:3]([CH2:4][CH2:5][CH2:6][CH2:7][CH2:8][NH:9][c:10]1[c:11]2[c:12]([n:13][cH:14][n:15]1)[o:16][c:17](-[c:27]1[c:28]([CH2:33][CH3:34])[cH:29][cH:30][cH:31][cH:32]1)[c:18]2-[c:19]1[cH:20][cH:21][c:22]([O:25][CH3:26])[cH:23][cH:24]1)=[O:35].[CH3:39][CH2:40][O:41][C:42](=[O:43])[CH3:44].[ClH:38].[Na+:37].[O:45]1[CH2:46][CH2:47][O:48][CH2:49][CH2:50]1.[OH-:36]>>[O:2]=[C:3]([CH2:4][CH2:5][CH2:6][CH2:7][CH2:8][NH:9][c:10]1[c:11]2[c:12]([n:13][cH:14][n:15]1)[o:16][c:17](-[c:27]1[c:28]([CH2:33][CH3:34])[cH:29][cH:30][cH:31][cH:32]1)[c:18]2-[c:19]1[cH:20][cH:21][c:22]([O:25][CH3:26])[cH:23][cH:24]1)[OH:35].